This data is from the Open Reaction Database (ORD), a public repository of structured organic reaction records. The task is: describe an organic reaction: reactants, conditions, products, and yield The reactants are OC1=NC=CC=C1 (2-hydroxypyridine), C(C)(C)(C)OC(N[C@@H](CN1C(CN(C(C1)=O)C1=C(C=CC=C1)C)(C)C)[C@H]1OC([C@@H](C1)C)=O)=O ({(S)-2-[2,2-dimethyl-4-(2-methylphenyl)-5-oxopiperazin-1-yl]-1-[(2S,4R)-4-methyl-5-oxotetrahydrofuran-2-yl]ethyl}carbamic acid t-butyl ester), C1(CCCCC1)N (cyclohexylamine), O (water). Run at temperature 80 celsius, time 1 hour. Product: C(C)(C)(C)OC(N[C@H]([C@H](C[C@@H](C)C(NC1CCCCC1)=O)O)CN1C(CN(C(C1)=O)C1=C(C=CC=C1)C)(C)C)=O ({(1S,2S,4R)-4-(Cyclohexylcarbamoyl)-1-[2,2-dimethyl-4-(2-methylphenyl)-5-oxopiperazin-1-ylmethyl]-2-hydroxypentyl}carbamic acid t-butyl ester). Yield: 95.0%. Reaction SMILES: OC1C=CC=CN=1.[C:8]([O:12][C:13](=[O:40])[NH:14][C@H:15]([C@@H:33]1[CH2:37][C@@H:36]([CH3:38])[C:35](=[O:39])[O:34]1)[CH2:16][N:17]1[CH2:22][C:21](=[O:23])[N:20]([C:24]2[CH:29]=[CH:28][CH:27]=[CH:26][C:25]=2[CH3:30])[CH2:19][C:18]1([CH3:32])[CH3:31])([CH3:11])([CH3:10])[CH3:9].O.[CH:42]1([NH2:48])[CH2:47][CH2:46][CH2:45][CH2:44][CH2:43]1>>[C:8]([O:12][C:13](=[O:40])[NH:14][C@@H:15]([CH2:16][N:17]1[CH2:22][C:21](=[O:23])[N:20]([C:24]2[CH:29]=[CH:28][CH:27]=[CH:26][C:25]=2[CH3:30])[CH2:19][C:18]1([CH3:31])[CH3:32])[C@@H:33]([OH:34])[CH2:37][C@H:36]([C:35](=[O:39])[NH:48][CH:42]1[CH2:47][CH2:46][CH2:45][CH2:44][CH2:43]1)[CH3:38])([CH3:10])([CH3:11])[CH3:9]. Procedure details: 6.8 mg of 2-hydroxypyridine (0.072 mmol) was added to a solution of 165 mg of {(S)-2-[2,2-dimethyl-4-(2-methylphenyl)-5-oxopiperazin-1-yl]-1-[(2S,4R)-4-methyl-5-oxotetrahydrofuran-2-yl]ethyl}carbamic acid t-butyl ester obtained in Example (85b) (0.36 mmol) in cyclohexylamine (1.5 ml), and the mixture was stirred at 80° C. for one hour. The reaction mixture was cooled and then water was added, followed by extraction with ethyl acetate. Then, the organic layer was dried over anhydrous magnesium su... Starting materials: Cl (hydrochloric acid), ClCC(CC(=O)OC)=O (methyl 4-chloro-3-oxo-butyrate), CO (methanol), [H-].[Na+] (sodium hydride). Solvent: O1CCCC1 (tetrahydrofuran). Conditions: temperature 23 celsius, time 1 hour. Yields the product COCC(CC(=O)OC)=O (methyl 4-methoxy-3-oxobutyrate). Yield: 73695.8%. As a reaction SMILES: [H-].[Na+].Cl[CH2:4][C:5](=[O:11])[CH2:6][C:7]([O:9][CH3:10])=[O:8].[CH3:12][OH:13].Cl>O1CCCC1>[CH3:12][O:13][CH2:4][C:5](=[O:11])[CH2:6][C:7]([O:9][CH3:10])=[O:8] |f:0.1|. Procedure: In a 2 liter four-necked flask were charged 88.0 g (2.2 mol) of 60% sodium hydride and 753 ml of tetrahydrofuran in a nitrogen stream, and a mixture of 150.6 g (1.0 mmol) of methyl 4-chloro-3-oxo-butyrate and 35.2 g (1.1 mol) of methanol was added thereto dropwise at room temperature (22 to 24° C.). After the addition, the mixture was stirred at room temperature (22 to 24° C.) for 1 hour. The reaction mixture was cooled with ice, and 600 ml (1.2 mol) of 2N hydrochloric acid was added dropwise. T...